Dataset: the Open Reaction Database (ORD), a public repository of structured organic reaction records. Task: describe an organic reaction: reactants, conditions, products, and yield Starting materials: C1(=CCC1)C=1C(=CC(=NC1)C(=O)O)OCC(F)(F)F (5-(cyclobuten-1-yl)-4-(2,2,2-trifluoroethoxy)pyridine-2-carboxylic acid), CS(=O)(=O)CC(C1=NOC(=N1)C)(C)N (2-Methanesulfonyl-1-methyl-1-(5-methyl-[1,2,4]oxadiazol-3-yl)-ethylamine). Yields the product C1(=CCC1)C=1C(=CC(=NC1)C(=O)NC(CS(=O)(=O)C)(C)C1=NOC(=N1)C)OCC(F)(F)F (5-(cyclobuten-1-yl)-N-[2-(5-methyl-1,2,4-oxadiazol-3-yl)-1-methylsulfonylpropan-2-yl]-4-(2,2,2-trifluoroethoxy)pyridine-2-carboxamide). Reaction SMILES: [C:1]1([C:5]2[C:6]([O:14][CH2:15][C:16]([F:19])([F:18])[F:17])=[CH:7][C:8]([C:11]([OH:13])=O)=[N:9][CH:10]=2)[CH2:4][CH2:3][CH:2]=1.[CH3:20][S:21]([CH2:24][C:25]([NH2:33])([CH3:32])[C:26]1[N:30]=[C:29]([CH3:31])[O:28][N:27]=1)(=[O:23])=[O:22]>>[C:1]1([C:5]2[C:6]([O:14][CH2:15][C:16]([F:19])([F:18])[F:17])=[CH:7][C:8]([C:11]([NH:33][C:25]([C:26]3[N:30]=[C:29]([CH3:31])[O:28][N:27]=3)([CH3:32])[CH2:24][S:21]([CH3:20])(=[O:23])=[O:22])=[O:13])=[N:9][CH:10]=2)[CH2:4][CH2:3][CH:2]=1. Procedure: The title compound was synthesized in analogy to Example 112e, using 5-(cyclobuten-1-yl)-4-(2,2,2-trifluoroethoxy)pyridine-2-carboxylic acid (Example 127d) and 2-Methanesulfonyl-1-methyl-1-(5-methyl-[1,2,4]oxadiazol-3-yl)-ethylamine (example 109d) as starting materials and isolated (25 mg, 14%); MS (ESI, m/z): 475.5 (M+H+). Starting materials: CN, O=C(Cl)N1CC(Oc2ccc(F)cc2)C1, C1CCOC1, O. Product: CNC(=O)N1CC(Oc2ccc(F)cc2)C1. RXN SMILES: [CH3:16][NH2:17].[F:1][c:2]1[cH:3][cH:4][c:5]([O:6][CH:7]2[CH2:8][N:9]([C:11](=[O:12])[Cl:13])[CH2:10]2)[cH:14][cH:15]1.[O:18]1[CH2:19][CH2:20][CH2:21][CH2:22]1.[OH2:23]>>[F:1][c:2]1[cH:3][cH:4][c:5]([O:6][CH:7]2[CH2:8][N:9]([C:11](=[O:12])[NH:17][CH3:16])[CH2:10]2)[cH:14][cH:15]1. The reactants are ClC=1C=C(C(=O)NCC2=NC3=C(N2)C=CC(=C3)Cl)C=CC1C(=O)O (3-chloro-N-(5-chloro-1H-benzimidazol-2-ylmethyl)-4-carboxybenzamide), N1C(CCCC1)CNC(OC(C)(C)C)=O (tert-butyl piperidin-2-ylmethylcarbamate), CN(C)C(=[N+](C)C)ON1C2=C(C=CC=C2)N=N1.[B-](F)(F)(F)F (TBTU), FC(C(=O)O)(F)F (trifluoroacetic acid). The solvent is CS(=O)C (DMSO), C(C)N(CC)CC (triethylamine). Yields the product NCC1N(CCCC1)C(=O)C1=C(C=C(C(=O)NCC2=NC3=C(N2)C=CC(=C3)Cl)C=C1)Cl (4-(2-aminomethylpiperidin-1-ylcarbonyl)-3-chloro-N-(5-chloro-1H-benzimidazol-2-ylmethyl)benzamide). As a reaction SMILES: [Cl:1][C:2]1[CH:3]=[C:4]([CH:19]=[CH:20][C:21]=1[C:22]([OH:24])=O)[C:5]([NH:7][CH2:8][C:9]1[NH:13][C:12]2[CH:14]=[CH:15][C:16]([Cl:18])=[CH:17][C:11]=2[N:10]=1)=[O:6].[NH:25]1[CH2:30][CH2:29][CH2:28][CH2:27][CH:26]1[CH2:31][NH:32]C(=O)OC(C)(C)C.CN(C(ON1N=NC2C=CC=CC1=2)=[N+](C)C)C.[B-](F)(F)(F)F.FC(F)(F)C(O)=O>CS(C)=O.C(N(CC)CC)C>[NH2:32][CH2:31][CH:26]1[CH2:27][CH2:28][CH2:29][CH2:30][N:25]1[C:22]([C:21]1[CH:20]=[CH:19][C:4]([C:5]([NH:7][CH2:8][C:9]2[NH:13][C:12]3[CH:14]=[CH:15][C:16]([Cl:18])=[CH:17][C:11]=3[N:10]=2)=[O:6])=[CH:3][C:2]=1[Cl:1])=[O:24] |f:2.3|. Procedure: Prepared analogously to Example 1d from 3-chloro-N-(5-chloro-1H-benzimidazol-2-ylmethyl)-4-carboxybenzamide, tert-butyl piperidin-2-ylmethylcarbamate, TBTU, and triethylamine in DMSO at ambient temperature followed by Boc cleaving with trifluoroacetic acid analogously to Example 17. Starting materials: S1C(=CC=C1)C1=C(N=CO1)C(=O)OC (5-(2-thienyl)-4-methoxycarbonyloxazole), Cl (hydrochloric acid). The product is Cl.S1C(=CC=C1)C(=O)CN (N-[(2-thienylcarbonyl)methyl]amine hydrochloride). Yield: 93.0%. Reaction SMILES: [S:1]1[CH:5]=[CH:4][CH:3]=[C:2]1[C:6]1[O:10]C=[N:8][C:7]=1C(OC)=O.[ClH:15]>>[ClH:15].[S:1]1[CH:5]=[CH:4][CH:3]=[C:2]1[C:6]([CH2:7][NH2:8])=[O:10] |f:2.3|. Procedure: 53.9 g of 5-(2-thienyl)-4-methoxycarbonyloxazole and 200 ml of 6N hydrochloric acid are treated in the same manner as described in Preparation 1-(2). 42.5 g of N-[(2-thienylcarbonyl)methyl]amine hydrochloride are thereby obtained. Yield: 93%